This data is from the Open Reaction Database (ORD), a public repository of structured organic reaction records. The task is: describe an organic reaction: reactants, conditions, products, and yield The reactants are FC1=C(C#N)C=CC(=C1)N1C2=CC=CC=C2C=2C(=CC=CC12)C=1C=NC2=CC=CC=C2C1 (2-fluoro-4-[4-(quinolin-3-yl)carbazol-9-yl]benzonitrile), aqueous solution, [OH-].[Na+] (sodium hydroxide), aqueous solution, OO (hydrogen peroxide), C([O-])([O-])=O.[K+].[K+] (potassium carbonate), Cl.Cl.N1(C=NC=C1)CCN (2-(1H-imidazol-1-yl)ethylamine dihydrochloride). Run in CS(=O)C (dimethyl sulphoxide), C(C)O (ethanol). Product: N1(C=NC=C1)CCNC1=C(C(=O)N)C=CC(=C1)N1C2=CC=CC=C2C=2C(=CC=CC12)C=1C=NC2=CC=CC=C2C1 (2-[2-(1H-imidazol-1-yl)ethylamino]-4-[4-(quinolin-3-yl)-9H-carbazol-9-yl]benzamide). RXN SMILES: F[C:2]1[CH:9]=[C:8]([N:10]2[C:22]3[CH:21]=[CH:20][CH:19]=[C:18]([C:23]4[CH:24]=[N:25][C:26]5[C:31]([CH:32]=4)=[CH:30][CH:29]=[CH:28][CH:27]=5)[C:17]=3[C:16]3[C:11]2=[CH:12][CH:13]=[CH:14][CH:15]=3)[CH:7]=[CH:6][C:3]=1[C:4]#[N:5].C(=O)([O-])[O-].[K+].[K+].Cl.Cl.[N:41]1([CH2:46][CH2:47][NH2:48])[CH:45]=[CH:44][N:43]=[CH:42]1.[OH-:49].[Na+].OO>CS(C)=O.C(O)C>[N:41]1([CH2:46][CH2:47][NH:48][C:2]2[CH:9]=[C:8]([N:10]3[C:22]4[CH:21]=[CH:20][CH:19]=[C:18]([C:23]5[CH:24]=[N:25][C:26]6[C:31]([CH:32]=5)=[CH:30][CH:29]=[CH:28][CH:27]=6)[C:17]=4[C:16]4[C:11]3=[CH:12][CH:13]=[CH:14][CH:15]=4)[CH:7]=[CH:6][C:3]=2[C:4]([NH2:5])=[O:49])[CH:45]=[CH:44][N:43]=[CH:42]1 |f:1.2.3,4.5.6,7.8|. Reported procedure: The process is carried out as in stage 3 of Example 3, but using 150 mg of 2-fluoro-4-[4-(quinolin-3-yl)carbazol-9-yl]benzonitrile, obtained according to stage 1 of Example 32, 150.5 mg of potassium carbonate, 1.336 g of 2-(1H-imidazol-1-yl)ethylamine dihydrochloride in 2 ml of dimethyl sulphoxide. 0.69 ml of a 1M aqueous solution of sodium hydroxide, 0.667 ml of a 30% aqueous solution of hydrogen peroxide and 3 ml of ethanol are then added to the reaction medium. After treatment as in stage 3 o... Starting materials: CCOC(=O)C (EtOAc), ClCC(=O)C1=CNC2=CC(=CC=C12)OCC1=CC=CC=C1 (3-chloroacetyl-6-(benzyloxy)indole), C(=O)N.O (formamide water). The solvent is O1CCOCC1 (dioxane). Run at temperature 110 celsius, time 10 hour. The product is OCC(=O)C1=CNC2=CC(=CC=C12)OCC1=CC=CC=C1 (3-hydroxyacetyl-6-(benzyloxy)indole). The yield is 82.0%. As a reaction SMILES: Cl[CH2:2][C:3]([C:5]1[C:13]2[C:8](=[CH:9][C:10]([O:14][CH2:15][C:16]3[CH:21]=[CH:20][CH:19]=[CH:18][CH:17]=3)=[CH:11][CH:12]=2)[NH:7][CH:6]=1)=[O:4].C(N)=[O:23].O.CCOC(C)=O>O1CCOCC1>[OH:23][CH2:2][C:3]([C:5]1[C:13]2[C:8](=[CH:9][C:10]([O:14][CH2:15][C:16]3[CH:21]=[CH:20][CH:19]=[CH:18][CH:17]=3)=[CH:11][CH:12]=2)[NH:7][CH:6]=1)=[O:4] |f:1.2|. Procedure: A solution of 11 in dioxane was added to formamide-water (10:1). The mixture was stirred at 110° C. for 10 hrs., then worked up and purified as described above to yield 82% of 13 as colorless prisms with mp 194°-195° C. (EtOAc). Reactants: [Al+3], ClCCl, CC(=O)Cl, Cc1ccc(O)cc1, [Cl-], [Cl-], [Cl-], O. Yields the product CC(=O)Oc1ccc(C)cc1. RXN SMILES: [Al+3:2].[CH2:18]([Cl:19])[Cl:20].[CH3:5][C:6]([Cl:7])=[O:8].[CH3:9][c:10]1[cH:11][cH:12][c:13]([OH:14])[cH:15][cH:16]1.[Cl-:1].[Cl-:3].[Cl-:4].[OH2:17]>>[CH3:5][C:6](=[O:8])[O:14][c:13]1[cH:12][cH:11][c:10]([CH3:9])[cH:16][cH:15]1.